This data is from the Open Reaction Database (ORD), a public repository of structured organic reaction records. The task is: describe an organic reaction: reactants, conditions, products, and yield Starting materials: CC(C(=O)O)(C)NC(=O)OC(C)(C)C (2-methyl-2-[N-[(1,1-dimethylethoxy)carbonyl]amino]propionic acid), C1(CCCCC1)N=C=NC1CCCCC1 (dicyclohexylcarbodiimide), OC(CC)C1=C(C(N2CC=3C(=NC4=CC=CC=C4C3)C2=C1)=O)C ((±)-7-(1-hydroxypropyl)-8-methylindolizino[1,2-b]quinolin-9(11H)-one). The reagents and catalysts are CN(C1=CC=NC=C1)C (4-dimethylaminopyridine). The solvent is C(Cl)Cl (CH2Cl2), C(Cl)Cl (CH2Cl2). Reaction conditions: time 4 day. Product: CC=1C(N2CC=3C(=NC4=CC=CC=C4C3)C2=CC1C(CC)OC(C(C)(C)NC(=O)OC(C)(C)C)=O)=O ((±)-8-Methyl-7-[1-[[2-[[(1,1-dimethylethoxy)carbonyl]amino]-2-methyl-1-oxopropyl]oxy]propyl]indolizino[1,2-b]quinolin-9(11H)-one). As a reaction SMILES: [CH3:1][C:2]([NH:7][C:8]([O:10][C:11]([CH3:14])([CH3:13])[CH3:12])=[O:9])([CH3:6])[C:3]([OH:5])=[O:4].C1(N=C=NC2CCCCC2)CCCCC1.O[CH:31]([C:34]1[CH:50]=[C:49]2[N:37]([CH2:38][C:39]3[C:40]2=[N:41][C:42]2[C:47]([CH:48]=3)=[CH:46][CH:45]=[CH:44][CH:43]=2)[C:36](=[O:51])[C:35]=1[CH3:52])[CH2:32][CH3:33]>C(Cl)Cl.CN(C)C1C=CN=CC=1>[CH3:52][C:35]1[C:36](=[O:51])[N:37]2[C:49](=[CH:50][C:34]=1[CH:31]([O:4][C:3](=[O:5])[C:2]([NH:7][C:8]([O:10][C:11]([CH3:14])([CH3:13])[CH3:12])=[O:9])([CH3:1])[CH3:6])[CH2:32][CH3:33])[C:40]1=[N:41][C:42]3[C:47]([CH:48]=[C:39]1[CH2:38]2)=[CH:46][CH:45]=[CH:44][CH:43]=3. Procedure: To a mixture containing 2-methyl-2-[N-[(1,1-dimethylethoxy)carbonyl]amino]propionic acid (406 mg, 2.0 mmol) and dicyclohexylcarbodiimide (432 mg, 2.0 mmol) in CH2Cl2 (3 mL) under an argon atmosphere were added (±)-7-(1-hydroxypropyl)-8-methylindolizino[1,2-b]quinolin-9(11H)-one (153 mg, 0.5 mmol) and 4-dimethylaminopyridine (25 mg). The resulting mixture was allowed to stir at room temperature for 4 d and then was poured into CH2Cl2, washed successively with 5% aqueous NaHCO3, 0.5N HCl and H2O, ... Yields the product O=C(Cl)N1CCN(c2cccc(C(F)(F)F)c2)CC1. Reaction SMILES: [Cl:1][C:2]([Cl:3])([O:4][C:5](=[O:6])[O:7][C:8]([Cl:9])([Cl:10])[Cl:11])[Cl:12].[F:19][C:20]([c:21]1[cH:22][c:23]([N:27]2[CH2:28][CH2:29][NH:30][CH2:31][CH2:32]2)[cH:24][cH:25][cH:26]1)([F:33])[F:34].[O:35]1[CH2:36][CH2:37][CH2:38][CH2:39]1.[cH:13]1[cH:14][cH:15][n:16][cH:17][cH:18]1>>[Cl:1][C:2](=[O:4])[N:30]1[CH2:29][CH2:28][N:27]([c:23]2[cH:22][c:21]([C:20]([F:19])([F:33])[F:34])[cH:26][cH:25][cH:24]2)[CH2:32][CH2:31]1. Reactants: O=C(OC(Cl)(Cl)Cl)OC(Cl)(Cl)Cl, FC(F)(F)c1cccc(N2CCNCC2)c1, C1CCOC1, c1ccncc1. The product is CCOC(=O)c1sc2nc(-c3ccccc3)nc(-c3cccc(N)c3)c2c1N. Reaction SMILES: [CH2:37]1[O:38][CH2:39][CH2:40][O:41][CH2:42]1.[CH3:43][CH2:44][OH:45].[Cl-:35].[ClH:34].[NH2:4][c:5]1[c:6]([C:29](=[O:30])[O:31][CH2:32][CH3:33])[s:7][c:8]2[n:9][c:10](-[c:23]3[cH:24][cH:25][cH:26][cH:27][cH:28]3)[n:11][c:12](-[c:14]3[cH:15][c:16]([N+:20]([O-:21])=[O:22])[cH:17][cH:18][cH:19]3)[c:13]12.[Na+:36].[Sn:1]([Cl:2])[Cl:3]>>[NH2:4][c:5]1[c:6]([C:29](=[O:30])[O:31][CH2:32][CH3:33])[s:7][c:8]2[n:9][c:10](-[c:23]3[cH:24][cH:25][cH:26][cH:27][cH:28]3)[n:11][c:12](-[c:14]3[cH:15][c:16]([NH2:20])[cH:17][cH:18][cH:19]3)[c:13]12. Starting materials: C1COCCO1, CCO, [Cl-], Cl, CCOC(=O)c1sc2nc(-c3ccccc3)nc(-c3cccc([N+](=O)[O-])c3)c2c1N, [Na+], Cl[Sn]Cl. The reactants are CCCCCN(CCCCC)C(=O)N1CCN(C(=O)N(c2ccccc2)c2ccccc2)C(C(=O)O)C1, CCOCC, C=[N+]=[N-]. Product: CCCCCN(CCCCC)C(=O)N1CCN(C(=O)N(c2ccccc2)c2ccccc2)C(C(=O)OC)C1. RXN SMILES: [CH2:1]([CH2:2][CH2:3][CH2:4][CH3:5])[N:6]([C:7](=[O:8])[N:9]1[CH2:10][CH:11]([C:30](=[O:31])[OH:32])[N:12]([C:15]([N:16]([c:17]2[cH:18][cH:19][cH:20][cH:21][cH:22]2)[c:23]2[cH:24][cH:25][cH:26][cH:27][cH:28]2)=[O:29])[CH2:13][CH2:14]1)[CH2:33][CH2:34][CH2:35][CH2:36][CH3:37].[CH3:41][CH2:42][O:43][CH2:44][CH3:45].[N+:38](=[N-:39])=[CH2:40]>>[CH2:1]([CH2:2][CH2:3][CH2:4][CH3:5])[N:6]([C:7](=[O:8])[N:9]1[CH2:10][CH:11]([C:30](=[O:31])[O:32][CH3:40])[N:12]([C:15]([N:16]([c:17]2[cH:18][cH:19][cH:20][cH:21][cH:22]2)[c:23]2[cH:24][cH:25][cH:26][cH:27][cH:28]2)=[O:29])[CH2:13][CH2:14]1)[CH2:33][CH2:34][CH2:35][CH2:36][CH3:37]. Yields the product O=C(c1ccc(Cl)c([N+](=O)[O-])c1)c1ccc(F)cc1F. Reaction SMILES: [Al+3:12].[Cl-:10].[Cl-:11].[Cl-:9].[Cl:13][c:14]1[c:15]([N+:23](=[O:24])[O-:25])[cH:16][c:17]([C:18](=[O:19])[Cl:20])[cH:21][cH:22]1.[ClH:26].[F:1][c:2]1[cH:3][cH:4][cH:5][c:6]([F:7])[cH:8]1>>[F:1][c:2]1[cH:3][cH:4][c:5]([C:18]([c:17]2[cH:16][c:15]([N+:23](=[O:24])[O-:25])[c:14]([Cl:13])[cH:22][cH:21]2)=[O:19])[c:6]([F:7])[cH:8]1. Starting materials: [Al+3], [Cl-], [Cl-], [Cl-], O=C(Cl)c1ccc(Cl)c([N+](=O)[O-])c1, Cl, Fc1cccc(F)c1. Reactants: C=C[Sn](CCCC)(CCCC)CCCC, C1CCOC1, COC(=O)C1=C(OS(=O)(=O)C(F)(F)F)CCC1, CC(=O)[O-], CC(=O)[O-], [Pd+2], c1ccc(P(c2ccccc2)c2ccccc2)cc1. The product is C=CC1=C(C(=O)OC)CCC1. RXN SMILES: [CH2:18]([CH2:19][CH2:31][CH3:32])[Sn:20]([CH2:21][CH2:22][CH2:23][CH3:24])([CH2:25][CH2:26][CH2:27][CH3:28])[CH:29]=[CH2:30].[CH2:52]1[O:53][CH2:54][CH2:55][CH2:56]1.[CH3:1][O:2][C:3](=[O:4])[C:5]1=[C:6]([O:10][S:11]([C:12]([F:13])([F:14])[F:15])(=[O:16])=[O:17])[CH2:7][CH2:8][CH2:9]1.[O-:58][C:59]([CH3:60])=[O:61].[O-:62][C:63]([CH3:64])=[O:65].[Pd+2:57].[c:33]1([P:34]([c:35]2[cH:36][cH:37][cH:38][cH:39][cH:40]2)[c:41]2[cH:42][cH:43][cH:44][cH:45][cH:46]2)[cH:47][cH:48][cH:49][cH:50][cH:51]1>>[CH3:1][O:2][C:3](=[O:4])[C:5]1=[C:6]([CH:18]=[CH2:19])[CH2:7][CH2:8][CH2:9]1. The reactants are tetrakistriphenylphosphine palladium(0), BrC=1C=C(C(=O)OC)C=C(C1)N(S(=O)(=O)C)C (methyl 3-bromo-5-[methyl(methylsulfonyl)amino]benzoate), [Cl-].[Li+] (lithium chloride), Example 15, C(CCC)[Sn](C=1OC=CC1)(CCCC)CCCC (tri-n-butyl(2-furyl)stannane), CN(C=O)C (N,N-dimethylformamide). Run in C(C)(=O)OCC.C1(=CC=CC=C1)C (ethyl acetate toluene). Reaction conditions: temperature 100 celsius, time 7 hour. The product is O1C(=CC=C1)C=1C=C(C(=O)O)C=C(C1)N(S(=O)(=O)C)C (3-(2-Furyl)-5-[methyl(methylsulfonyl)amino]benzoic acid). The yield is 71.0%. RXN SMILES: Br[C:2]1[CH:3]=[C:4]([CH:9]=[C:10]([N:12]([CH3:17])[S:13]([CH3:16])(=[O:15])=[O:14])[CH:11]=1)[C:5]([O:7]C)=[O:6].C([Sn](CCCC)(CCCC)[C:23]1[O:24][CH:25]=[CH:26][CH:27]=1)CCC.[Cl-].[Li+].CN(C)C=O>C(OCC)(=O)C.C1(C)C=CC=CC=1>[O:24]1[CH:25]=[CH:26][CH:27]=[C:23]1[C:2]1[CH:3]=[C:4]([CH:9]=[C:10]([N:12]([CH3:17])[S:13]([CH3:16])(=[O:14])=[O:15])[CH:11]=1)[C:5]([OH:7])=[O:6] |f:2.3,5.6|. Procedure details: A mixture of methyl 3-bromo-5-[methyl(methylsulfonyl)amino]benzoate obtained in Reference Example 15 166 mg (0.5.0 mmol), tri-n-butyl(2-furyl)stannane 0.18 mL (0.55 mmol), lithium chloride 42 mg (0.10 mmol), tetrakistriphenylphosphine palladium(0) 29 mg (0.025 mmol) and N,N-dimethylformamide (1.5 mL) was stirred at 100° C. under argon atmosphere for 7 hours. The mixture was diluted with a mixed solvent of ethyl acetate/toluene=1:1 and washed twice with water. After drying of the mixture on magne...